From a dataset of the Open Reaction Database (ORD), a public repository of structured organic reaction records. describe an organic reaction: reactants, conditions, products, and yield The reactants are CN(C=O)C (dimethyl-formamide), O=S(Cl)Cl (SOCl2), ClC1=CC=C(OC2=C(C=CC=C2)CC(=O)O)C=C1 ([2-(4-Chloro-phenoxy)-phenyl]-acetic acid). The solvent is C1(=CC=CC=C1)C (toluene), C1(=CC=CC=C1)C (toluene). Yields the product ClC1=CC=C(OC2=C(C=CC=C2)CC(=O)Cl)C=C1 ([2-(4-chloro-phenoxy)-phenyl]-acetyl chloride). As a reaction SMILES: [Cl:1][C:2]1[CH:18]=[CH:17][C:5]([O:6][C:7]2[CH:12]=[CH:11][CH:10]=[CH:9][C:8]=2[CH2:13][C:14](O)=[O:15])=[CH:4][CH:3]=1.CN(C)C=O.O=S(Cl)[Cl:26]>C1(C)C=CC=CC=1>[Cl:1][C:2]1[CH:18]=[CH:17][C:5]([O:6][C:7]2[CH:12]=[CH:11][CH:10]=[CH:9][C:8]=2[CH2:13][C:14]([Cl:26])=[O:15])=[CH:4][CH:3]=1. Procedure details: [2-(4-chloro-phenoxy)-phenyl]-acetic acid (IX) (47.3 grams; 180 mmol) was suspended in toluene (140 ml) at 48° C. To this suspension dimethyl-formamide (4.0 ml) and SOCl2 (19.8 ml; 271 mmol; 1.5 eq) in toluene (18 ml) were added. After 10 min the reaction mixture was concentrated under vacuo and stripped twice with toluene, to yield a brownish oil of [2-(4-chloro-phenoxy)-phenyl]-acetyl chloride. The oil was suspended in toluene (75 ml). To the suspension was added at 5° C. a solution of sarcosi... Reactants: N#N (N2), C(C)(=O)NC1=NC=C(C=C1)N (2-Acetamido-5-aminopyridine), C1=CC=C(C=C1)OC(=NC#N)OC2=CC=CC=C2 (diphenylcyanocarbonimidate). The solvent is CCOCC (Et2O), COC(C)OC (dimethyoxyethane). Run at time 16.5 hour. Yields the product C(#N)N=C(NC=1C=NC(=CC1)NC(C)=O)OC1=CC=CC=C1 (N'-Cyano-N-(6-acetylamino-3-pyridyl)-O-phenylisourea). Reaction SMILES: N#N.[C:3]([NH:6][C:7]1[CH:12]=[CH:11][C:10]([NH2:13])=[CH:9][N:8]=1)(=[O:5])[CH3:4].[CH:14]1[CH:19]=[CH:18][C:17]([O:20][C:21](OC2C=CC=CC=2)=[N:22][C:23]#[N:24])=[CH:16][CH:15]=1>COC(OC)C.CCOCC>[C:23]([N:22]=[C:21]([O:20][C:17]1[CH:18]=[CH:19][CH:14]=[CH:15][CH:16]=1)[NH:13][C:10]1[CH:9]=[N:8][C:7]([NH:6][C:3](=[O:5])[CH3:4])=[CH:12][CH:11]=1)#[N:24]. Procedure: To a N2 covered suspension of 0.909 g (6.0 mmol) of the product from Step 2 in 12 ml of dimethyoxyethane was added 1.43 g of diphenylcyanocarbonimidate. After stirring 16.5 hours at room temperature, the reaction mixture was diluted to a volume of 75 ml with Et2O. A suspended solid was collected on a filter and washed well with Et2O to yield after drying 1.62 g, m.p. 210.5°-211° C. (91.2%) of the titled product. Procedure C was then followed with the above intermediate to prepare Compound 30, m.... Starting materials: CN1CCCC1=O, CC12CC(F)C3c4ccc(O)cc4CC(CCCCCI)C3C1CCC2=O, CNCC=C(F)C(F)(F)C(F)(F)C(F)(F)C(F)(F)C(F)(F)C(F)(F)C(F)(F)F. Product: CN(CC=C(F)C(F)(F)C(F)(F)C(F)(F)C(F)(F)C(F)(F)C(F)(F)C(F)(F)F)CCCCCC1Cc2cc(O)ccc2C2C(F)CC3(C)C(=O)CCC3C12. As a reaction SMILES: [CH3:56][N:57]1[CH2:58][CH2:59][CH2:60][C:61]1=[O:62].[F:1][CH:2]1[CH:3]2[c:4]3[cH:5][cH:6][c:7]([OH:27])[cH:8][c:9]3[CH2:10][CH:11]([CH2:21][CH2:22][CH2:23][CH2:24][CH2:25][I:26])[CH:12]2[CH:13]2[CH2:14][CH2:15][C:16](=[O:20])[C:17]2([CH3:18])[CH2:19]1.[F:28][C:29](=[CH:30][CH2:31][NH:32][CH3:33])[C:34]([C:35]([C:36]([C:37]([C:38]([C:39]([C:40]([F:41])([F:42])[F:43])([F:44])[F:45])([F:46])[F:47])([F:48])[F:49])([F:50])[F:51])([F:52])[F:53])([F:54])[F:55]>>[F:1][CH:2]1[CH:3]2[c:4]3[cH:5][cH:6][c:7]([OH:27])[cH:8][c:9]3[CH2:10][CH:11]([CH2:21][CH2:22][CH2:23][CH2:24][CH2:25][N:32]([CH2:31][CH:30]=[C:29]([F:28])[C:34]([C:35]([C:36]([C:37]([C:38]([C:39]([C:40]([F:41])([F:42])[F:43])([F:44])[F:45])([F:46])[F:47])([F:48])[F:49])([F:50])[F:51])([F:52])[F:53])([F:54])[F:55])[CH3:33])[CH:12]2[CH:13]2[CH2:14][CH2:15][C:16](=[O:20])[C:17]2([CH3:18])[CH2:19]1. Reactants: saturated aqueous solution, [Cl-].[NH4+] (ammonium chloride), C(C)OCC (diethyl ether), lithium enolate, C(C)(=O)OC(C)(C)C (t-butyl acetate), C(C)(C)(C)OC[C@H](CC(=O)OC)O (methyl (3S)-4-t-butoxy-3-hydroxybutanoate). Run in O1CCCC1 (tetrahydrofuran), C(=O)=O.CC(=O)C (dry ice acetone). Reaction conditions: time 15 minute. Yields the product C(C)(C)(C)OC[C@H](CC(CC(=O)OC(C)(C)C)=O)O (t-butyl (5S)-6-t-butoxy-5-hydroxy-3-oxohexanoate). Yield: 46.0%. As a reaction SMILES: [C:1]([O:4][C:5]([CH3:8])([CH3:7])[CH3:6])(=[O:3])[CH3:2].[C:9]([O:13][CH2:14][C@@H:15]([OH:21])[CH2:16][C:17](OC)=[O:18])([CH3:12])([CH3:11])[CH3:10].[Cl-].[NH4+].C(OCC)C>C(=O)=O.CC(C)=O.O1CCCC1>[C:9]([O:13][CH2:14][C@@H:15]([OH:21])[CH2:16][C:17](=[O:18])[CH2:2][C:1]([O:4][C:5]([CH3:8])([CH3:7])[CH3:6])=[O:3])([CH3:12])([CH3:10])[CH3:11] |f:2.3,5.6|. Procedure: After completion of the dropwise addition, the mixture was stirred for 15 minutes to synthesize a lithium enolate of t-butyl acetate. The reaction mixture was cooled to -50° C. in dry ice-acetone, and a solution of 3.3 g (16.5 mmole) of methyl (3S)-4-t-butoxy-3-hydroxybutanoate as prepared in Example 1 in 15 ml of tetrahydrofuran was added to the mixture through the dropping funnel over 20 minutes, followed by stirred for an additional 1.5 hours. After confirming the completion of the reaction b... Reactants: C(C)OC1=CC(=CC=2C(C3=CC=CC(=C3C(C12)=O)OCC)=O)C(=O)OCC (4,5-Diethoxy-9,10-dihydro-9,10-dioxoanthracene-2-carboxylic acid, ethyl ester), [OH-].[K+] (potassium hydroxide). Run in O1CCOCC1 (dioxan), O (water). Run at time 15 minute. Product: C(C)OC1=CC(=CC=2C(C3=CC=CC(=C3C(C12)=O)OCC)=O)C(=O)O (4,5-Diethoxy-9,10-dihydro-9,10-dioxoanthracene-2-carboxylic acid). Reaction SMILES: [CH2:1]([O:3][C:4]1[C:17]2[C:16](=[O:18])[C:15]3[C:10](=[CH:11][CH:12]=[CH:13][C:14]=3[O:19][CH2:20][CH3:21])[C:9](=[O:22])[C:8]=2[CH:7]=[C:6]([C:23]([O:25]CC)=[O:24])[CH:5]=1)[CH3:2].[OH-].[K+]>O.O1CCOCC1>[CH2:1]([O:3][C:4]1[C:17]2[C:16](=[O:18])[C:15]3[C:10](=[CH:11][CH:12]=[CH:13][C:14]=3[O:19][CH2:20][CH3:21])[C:9](=[O:22])[C:8]=2[CH:7]=[C:6]([C:23]([OH:25])=[O:24])[CH:5]=1)[CH3:2] |f:1.2|. Reported procedure: 4,5-Diethoxy-9,10-dihydro-9,10-dioxoanthracene-2-carboxylic acid, ethyl ester (2.67 g) and crushed potassium hydroxide (1.22 g) were dissolved by magnetically stirring in water (13 ml) and dioxan (26 ml). Within 15 minutes a mustard coloured solid began to separate.